This data is from the Open Reaction Database (ORD), a public repository of structured organic reaction records. The task is: describe an organic reaction: reactants, conditions, products, and yield The reactants are Cc1ccc(C2c3c(C)c(Br)c(C)c(C)c3OC2(C)C)cc1, CC(=O)[O-], CC(=O)[O-], CC(C)(C)[O-], Cc1ccccc1, Cl, [Na+], [Pd+2], CC(N)c1ccccc1. Product: Cc1ccc(C2c3c(C)c(NC(C)c4ccccc4)c(C)c(C)c3OC2(C)C)cc1. As a reaction SMILES: [Br:1][c:2]1[c:3]([CH3:22])[c:4]([CH3:21])[c:5]2[c:6]([c:19]1[CH3:20])[CH:7]([c:12]1[cH:13][cH:14][c:15]([CH3:18])[cH:16][cH:17]1)[C:8]([CH3:10])([CH3:11])[O:9]2.[C:39]([O-:40])(=[O:41])[CH3:42].[C:44]([O-:45])(=[O:46])[CH3:47].[CH3:32][C:33]([CH3:34])([O-:35])[CH3:36].[CH3:48][c:49]1[cH:50][cH:51][cH:52][cH:53][cH:54]1.[ClH:38].[Na+:37].[Pd+2:43].[c:23]1([CH:29]([CH3:30])[NH2:31])[cH:24][cH:25][cH:26][cH:27][cH:28]1>>[c:2]1([NH:31][CH:29]([c:23]2[cH:24][cH:25][cH:26][cH:27][cH:28]2)[CH3:30])[c:3]([CH3:22])[c:4]([CH3:21])[c:5]2[c:6]([c:19]1[CH3:20])[CH:7]([c:12]1[cH:13][cH:14][c:15]([CH3:18])[cH:16][cH:17]1)[C:8]([CH3:10])([CH3:11])[O:9]2. The reactants are F[B-](F)(F)F, Cc1ccc(F)c(Br)c1, CC(=O)OC(C)(C)C, CC(C)(C)[PH+](C(C)(C)C)C(C)(C)C, [Li]CCCC, Cc1ccccc1, C1CCC(NC2CCCCC2)CC1, O=C(C=Cc1ccccc1)C=Cc1ccccc1, O=C(C=Cc1ccccc1)C=Cc1ccccc1, O=C(C=Cc1ccccc1)C=Cc1ccccc1, [Pd], [Pd]. Product: Cc1ccc(F)c(CC(=O)OC(C)(C)C)c1. As a reaction SMILES: [B-:27]([F:28])([F:29])([F:30])[F:31].[Br:45][c:46]1[cH:47][c:48]([CH3:53])[cH:49][cH:50][c:51]1[F:52].[C:19]([CH3:20])(=[O:21])[O:22][C:23]([CH3:24])([CH3:25])[CH3:26].[C:32]([PH+:33]([C:34]([CH3:35])([CH3:36])[CH3:37])[C:38]([CH3:39])([CH3:40])[CH3:41])([CH3:42])([CH3:43])[CH3:44].[CH2:14]([Li:15])[CH2:16][CH2:17][CH3:18].[CH3:54][c:55]1[cH:56][cH:57][cH:58][cH:59][cH:60]1.[CH:1]1([NH:2][CH:3]2[CH2:4][CH2:5][CH2:6][CH2:7][CH2:8]2)[CH2:9][CH2:10][CH2:11][CH2:12][CH2:13]1.[O:63]=[C:64]([CH:65]=[CH:66][c:67]1[cH:68][cH:69][cH:70][cH:71][cH:72]1)[CH:73]=[CH:74][c:75]1[cH:76][cH:77][cH:78][cH:79][cH:80]1.[O:81]=[C:82]([CH:83]=[CH:84][c:85]1[cH:86][cH:87][cH:88][cH:89][cH:90]1)[CH:91]=[CH:92][c:93]1[cH:94][cH:95][cH:96][cH:97][cH:98]1.[O:99]=[C:100]([CH:101]=[CH:102][c:103]1[cH:104][cH:105][cH:106][cH:107][cH:108]1)[CH:109]=[CH:110][c:111]1[cH:112][cH:113][cH:114][cH:115][cH:116]1.[Pd:61].[Pd:62]>>[C:19]([CH2:20][c:46]1[cH:47][c:48]([CH3:53])[cH:49][cH:50][c:51]1[F:52])(=[O:21])[O:22][C:23]([CH3:24])([CH3:25])[CH3:26]. Reactants: COC(=O)N1C[C@@H]2N(CC[C@@H]2C1)CCC1=CNC2=CC=C(C=C12)N1C=NN=C1 (cis-1-[2-(5-[1,2,4]triazol-4-yl-1H-indol-3-yl)-ethyl)-hexahydro-pyrrolo[3,4-b]pyrrole-5-carboxylic acid methyl ester), O.NN (hydrazine hydrate), [OH-].[K+] (potassium hydroxide). The solvent is C(CO)O (ethylene glycol). Conditions: temperature 100 celsius. The product is N=1N=CN(C1)C=1C=C2C(=CNC2=CC1)CCN1[C@@H]2[C@H](CC1)CNC2 (cis-1-[2-(5-[1,2,4]Triazol-4-yl-1H-indol-3-yl)-ethyl]-hexahydro-pyrrolo[3,4-b]pyrrole). Yield: 62.0%. Reaction SMILES: COC([N:5]1[CH2:12][C@@H:11]2[C@@H:7]([N:8]([CH2:13][CH2:14][C:15]3[C:23]4[C:18](=[CH:19][CH:20]=[C:21]([N:24]5[CH:28]=[N:27][N:26]=[CH:25]5)[CH:22]=4)[NH:17][CH:16]=3)[CH2:9][CH2:10]2)[CH2:6]1)=O.O.NN.[OH-].[K+]>C(O)CO>[N:26]1[N:27]=[CH:28][N:24]([C:21]2[CH:22]=[C:23]3[C:18](=[CH:19][CH:20]=2)[NH:17][CH:16]=[C:15]3[CH2:14][CH2:13][N:8]2[CH2:9][CH2:10][C@@H:11]3[CH2:12][NH:5][CH2:6][C@H:7]23)[CH:25]=1 |f:1.2,3.4|. Reported procedure: A mixture of cis-1-[2-(5-[1,2,4]triazol-4-yl-1H-indol-3-yl)-ethyl)-hexahydro-pyrrolo[3,4-b]pyrrole-5-carboxylic acid methyl ester (enantiomer B) (1.9 g, 5.0 mmol), hydrazine hydrate (1.2 ml, 25 mmol) and powdered potassium hydroxide (3.4 g, 61 mmol) in dry ethylene glycol (25 ml) was stirred and heated at 100° C. under nitrogen for 16 hours. Upon cooling the mixture was partitioned between dichloromethane and water. The aqueous was further extracted with dichloromethane ) and n-butanol (×2). The... The reactants are CC(C)(CC(=O)O)NC(=O)OC(C)(C)C, CCN=C=NCCCN(C)C, CCOCC, NC1CCc2c(ccc3ccccc23)NC1=O, CN(C)C=O, O, On1nnc2ccccc21. Product: CC(C)(CC(=O)NC1CCc2c(ccc3ccccc23)NC1=O)NC(=O)OC(C)(C)C. As a reaction SMILES: [C:1]([CH3:2])([CH3:3])([CH3:4])[O:5][C:6](=[O:7])[NH:8][C:9]([CH2:10][C:11](=[O:12])[OH:13])([CH3:14])[CH3:15].[CH3:26][CH2:27][N:28]=[C:29]=[N:30][CH2:31][CH2:32][CH2:33][N:34]([CH3:35])[CH3:36].[CH3:59][CH2:60][O:61][CH2:62][CH3:63].[NH2:37][CH:38]1[CH2:39][CH2:40][c:41]2[c:42]([cH:46][cH:47][c:48]3[cH:49][cH:50][cH:51][cH:52][c:53]23)[NH:43][C:44]1=[O:45].[O:54]=[CH:55][N:56]([CH3:57])[CH3:58].[OH2:64].[OH:16][n:17]1[c:18]2[cH:19][cH:20][cH:21][cH:22][c:23]2[n:24][n:25]1>>[C:1]([CH3:2])([CH3:3])([CH3:4])[O:5][C:6](=[O:7])[NH:8][C:9]([CH2:10][C:11](=[O:13])[NH:37][CH:38]1[CH2:39][CH2:40][c:41]2[c:42]([cH:46][cH:47][c:48]3[cH:49][cH:50][cH:51][cH:52][c:53]23)[NH:43][C:44]1=[O:45])([CH3:14])[CH3:15]. Starting materials: N1=CC(=CC=C1)CC1=CC2=CC=C(C=C2C=C1)C(=O)O (2-(3-pyridylmethyl)naphthalene-6-carboxylic acid), C([O-])(O)=O.[Na+] (sodium bicarbonate). The solvent is O (water), CO (methanol). Run at time 1 hour. Yields the product N1=CC(=CC=C1)CC1=CC2=CC=C(C=C2C=C1)C(=O)[O-].[Na+] (sodium 2-(3-pyridylmethyl)naphthalene-6-carboxylate). As a reaction SMILES: [N:1]1[CH:6]=[CH:5][CH:4]=[C:3]([CH2:7][C:8]2[CH:17]=[CH:16][C:15]3[C:10](=[CH:11][CH:12]=[C:13]([C:18]([OH:20])=[O:19])[CH:14]=3)[CH:9]=2)[CH:2]=1.C(=O)(O)[O-].[Na+:25]>CO.O>[N:1]1[CH:6]=[CH:5][CH:4]=[C:3]([CH2:7][C:8]2[CH:17]=[CH:16][C:15]3[C:10](=[CH:11][CH:12]=[C:13]([C:18]([O-:20])=[O:19])[CH:14]=3)[CH:9]=2)[CH:2]=1.[Na+:25] |f:1.2,5.6|. Procedure: 2-(3-pyridylmethyl)naphthalene-6-carboxylic acid is dissolved in methanol and to this solution a stoichiometric amount of sodium bicarbonate dissolved in water is added. The mixture is stirred at room temperature for one hour, azeotroped with benzene twice and dried under high vacuum for 3 hours. The solid material is recrystallized from methanol and diethyl ether mixture and dried in vacuum at room temperature overnight to give sodium 2-(3-pyridylmethyl)naphthalene-6-carboxylate. Starting materials: CC=C(C)C(=O)c1ccc(OC)c(Cl)c1Cl, O=S(=O)(O)O. Yields the product COc1cc2c(c(Cl)c1Cl)C(=O)C(C)C2C. RXN SMILES: [CH:1]([CH3:2])=[C:3]([C:4](=[O:5])[c:6]1[c:7]([Cl:15])[c:8]([Cl:14])[c:9]([O:12][CH3:13])[cH:10][cH:11]1)[CH3:16].[S:17](=[O:18])(=[O:19])([OH:20])[OH:21]>>[CH:1]1([CH3:2])[CH:3]([CH3:16])[C:4](=[O:5])[c:6]2[c:7]([Cl:15])[c:8]([Cl:14])[c:9]([O:12][CH3:13])[cH:10][c:11]21. Reactants: C(C1=CC=CC=C1)OC=1C=C(N)C=CC1 (3-Benzyloxyaniline), C(=S)(C=1NC=CN1)C=1NC=CN1 (thiocabonyl di-imidazole), N (ammonia), C(=S)(C=1NC=CN1)C=1NC=CN1 (thiocarbonyl di-imidazole). Run in C(Cl)Cl (methylene chloride), CCCCCC (hexane). Conditions: time 8 hour. Yields the product C(C1=CC=CC=C1)OC=1C=C(C=CC1)N=C=S (3-benzyloxyphenyl isothiocyanate). The yield is 84.5%. RXN SMILES: N.[CH2:2]([O:9][C:10]1[CH:11]=[C:12]([CH:14]=[CH:15][CH:16]=1)[NH2:13])[C:3]1[CH:8]=[CH:7][CH:6]=[CH:5][CH:4]=1.[C:17](C1NC=CN=1)(C1NC=CN=1)=[S:18]>C(Cl)Cl.CCCCCC>[CH2:2]([O:9][C:10]1[CH:11]=[C:12]([N:13]=[C:17]=[S:18])[CH:14]=[CH:15][CH:16]=1)[C:3]1[CH:4]=[CH:5][CH:6]=[CH:7][CH:8]=1. Procedure: The final product, Compound 1 is obtained by treatment of Z with thiocarbonyl di-imidazole followed by ammonia. 3-Benzyloxyaniline (5 g, 25 mmol) is added dropwise over a one minute period to 4.94 g (27.6 mmol) thiocabonyl di-imidazole in methylene chloride (150 ml). The resulting mixture is stirred at room temperature overnight. An additional 400 mg thiocarbonyl di-imidazole (TCDI) is added and the reaction is continued for 2 hours more. The reaction is diluted with hexane and filtered through ...